This data is from the Open Reaction Database (ORD), a public repository of structured organic reaction records. The task is: describe an organic reaction: reactants, conditions, products, and yield Reactants: BrC1=C(C2=C(C=NN(C2=O)COCC[Si](C)(C)C)N1COCC[Si](C)(C)C)C1CC1 (2-bromo-3-cyclopropyl-1,5-bis(2-trimethylsilylethoxymethyl)-1,5-dihydropyrrolo[2,3-d]pyridazin-4-one), C1(CC1)OC=1C=C(C=CC1OC(F)F)B1OC(C(O1)(C)C)(C)C (2-(3-cyclopropoxy-4-difluoromethoxyphenyl)-4,4,5,5-tetramethyl-[1,3,2]dioxaborolane), BrC1=C(C2=C(C=NN(C2=O)COCC[Si](C)(C)C)N1COCC[Si](C)(C)C)C (2-bromo-3-methyl-1,5-bis(2-trimethylsilylethoxymethyl)-1,5-dihydropyrrolo[2,3-d]pyridazin-4-one), FC(OC=1C=CC(=C2C=CC(OC12)(C)C)B1OC(C(O1)(C)C)(C)C)F (2-(8-difluoromethoxy-2,2-dimethyl-2H-chromen-5-yl)-4,4,5,5-tetramethyl-[1,3,2]dioxaborolane). Yields the product C1(CC1)C1=C(N(C=2C=NN(C(C21)=O)COCC[Si](C)(C)C)COCC[Si](C)(C)C)C2=C1C=CC(OC1=C(C=C2)OC(F)F)(C)C (3-Cyclopropyl-2-(8-difluoromethoxy-2,2-dimethyl-2H-chromen-5-yl)-1,5-bis(2-trimethylsilylethoxymethyl)-1,5-dihydropyrrolo[2,3-d]pyridazin-4-one). Yield: 102.3%. As a reaction SMILES: Br[C:2]1[N:19]([CH2:20][O:21][CH2:22][CH2:23][Si:24]([CH3:27])([CH3:26])[CH3:25])[C:5]2[CH:6]=[N:7][N:8]([CH2:11][O:12][CH2:13][CH2:14][Si:15]([CH3:18])([CH3:17])[CH3:16])[C:9](=[O:10])[C:4]=2[C:3]=1[CH:28]1[CH2:30][CH2:29]1.BrC1N(COCC[Si](C)(C)C)C2C=NN(COCC[Si](C)(C)C)C(=O)C=2C=1C.[F:59][CH:60]([F:83])[O:61][C:62]1[CH:63]=[CH:64][C:65](B2OC(C)(C)C(C)(C)O2)=[C:66]2[C:71]=1[O:70][C:69]([CH3:73])([CH3:72])[CH:68]=[CH:67]2.C1(OC2C=C(B3OC(C)(C)C(C)(C)O3)C=CC=2OC(F)F)CC1>>[CH:28]1([C:3]2[C:4]3[C:9](=[O:10])[N:8]([CH2:11][O:12][CH2:13][CH2:14][Si:15]([CH3:16])([CH3:17])[CH3:18])[N:7]=[CH:6][C:5]=3[N:19]([CH2:20][O:21][CH2:22][CH2:23][Si:24]([CH3:27])([CH3:26])[CH3:25])[C:2]=2[C:65]2[CH:64]=[CH:63][C:62]([O:61][CH:60]([F:59])[F:83])=[C:71]3[C:66]=2[CH:67]=[CH:68][C:69]([CH3:72])([CH3:73])[O:70]3)[CH2:30][CH2:29]1. Procedure details: Reaction and post treatment were carried out in the same manner as in Example 4-(a) except for using 1.03 g (2.0 mmol) of 2-bromo-3-cyclopropyl-1,5-bis(2-trimethylsilylethoxymethyl)-1,5-dihydropyrrolo[2,3-d]pyridazin-4-one obtained in the following Reference example 28-(b) in place of 2-bromo-3-methyl-1,5-bis(2-trimethylsilylethoxymethyl)-1,5-dihydropyrrolo[2,3-d]pyridazin-4-one, and using 1.40 g (3.97 mmol) of 2-(8-difluoromethoxy-2,2-dimethyl-2H-chromen-5-yl)-4,4,5,5-tetramethyl-[1,3,2]dioxabo...